From a dataset of the Open Reaction Database (ORD), a public repository of structured organic reaction records. describe an organic reaction: reactants, conditions, products, and yield Reactants: [Si]([O-])([O-])([O-])[O-].[Na+].[Na+].[Na+].[Na+] (sodium silicate), B([O-])([O-])[O-].B([O-])([O-])[O-].B([O-])([O-])[O-].B([O-])([O-])[O-].B([O-])([O-])[O-].[NH4+].[NH4+].[NH4+].[NH4+].[NH4+].[NH4+].[NH4+].[NH4+].[NH4+].[NH4+].[NH4+].[NH4+].[NH4+].[NH4+].[NH4+] (ammonium pentaborate), B([O-])([O-])[O-].B([O-])([O-])[O-].B([O-])([O-])[O-].B([O-])([O-])[O-].B([O-])([O-])[O-].[NH4+].[NH4+].[NH4+].[NH4+].[NH4+].[NH4+].[NH4+].[NH4+].[NH4+].[NH4+].[NH4+].[NH4+].[NH4+].[NH4+].[NH4+] (APB), B([O-])([O-])[O-].B([O-])([O-])[O-].B([O-])([O-])[O-].B([O-])([O-])[O-].B([O-])([O-])[O-].[NH4+].[NH4+].[NH4+].[NH4+].[NH4+].[NH4+].[NH4+].[NH4+].[NH4+].[NH4+].[NH4+].[NH4+].[NH4+].[NH4+].[NH4+] (ammonium pentaborate), [Si]([O-])([O-])([O-])[O-].[Na+].[Na+].[Na+].[Na+] (sodium silicate), [Si]([O-])([O-])([O-])[O-].[Na+].[Na+].[Na+].[Na+] (sodium silicate). Product: B([O-])([O-])[O-].B([O-])([O-])[O-].B([O-])([O-])[O-].B([O-])([O-])[O-].B([O-])([O-])[O-].[NH4+].[NH4+].[NH4+].[NH4+].[NH4+].[NH4+].[NH4+].[NH4+].[NH4+].[NH4+].[NH4+].[NH4+].[NH4+].[NH4+].[NH4+].[Si]([O-])([O-])([O-])[O-] (APB silicate). RXN SMILES: [Si:1]([O-:5])([O-:4])([O-:3])[O-:2].[Na+].[Na+].[Na+].[Na+].[B:10]([O-:13])([O-:12])[O-:11].[B:14]([O-:17])([O-:16])[O-:15].[B:18]([O-:21])([O-:20])[O-:19].[B:22]([O-:25])([O-:24])[O-:23].[B:26]([O-:29])([O-:28])[O-:27].[NH4+:30].[NH4+].[NH4+].[NH4+].[NH4+].[NH4+].[NH4+].[NH4+].[NH4+].[NH4+].[NH4+].[NH4+].[NH4+].[NH4+].[NH4+]>>[B:10]([O-:13])([O-:12])[O-:11].[B:14]([O-:17])([O-:16])[O-:15].[B:18]([O-:21])([O-:20])[O-:19].[B:22]([O-:25])([O-:24])[O-:23].[B:26]([O-:29])([O-:28])[O-:27].[NH4+:30].[NH4+:30].[NH4+:30].[NH4+:30].[NH4+:30].[NH4+:30].[NH4+:30].[NH4+:30].[NH4+:30].[NH4+:30].[NH4+:30].[NH4+:30].[NH4+:30].[NH4+:30].[NH4+:30].[Si:1]([O-:5])([O-:4])([O-:3])[O-:2] |f:0.1.2.3.4,5.6.7.8.9.10.11.12.13.14.15.16.17.18.19.20.21.22.23.24,25.26.27.28.29.30.31.32.33.34.35.36.37.38.39.40.41.42.43.44.45|. Reported procedure: In the film-forming system that we have found of particular advantage in carrying out our invention comprising a homogeneous solution of sodium silicate and a polysalt, the ratio of a polysalt solids to silicate solids should be between 0.02/1.0 and 3.0/1.0. If a solution of ammonium pentaborate and sodium silicate is used the solids would be 5 to 35% with 3 to 15% ammonium pentaborate (APB) with a ratio of APB solids to sodium silicate solids between 0.03:1 and 0.5:1 and preferably 0.06:1 and 0... Reactants: C1(NC(C2=CC=CC=C12)=N)=C1NC(C2=CC=CC=C12)=N ([1,1′]biisoindolylidene-3,3′-diimine), N1C(CC(C2=CC=CC=C12)=O)=O (1H-quinoline-2,4-dione). Run in CN1CCCC1=O (NMP), C(C)(=O)O (acetic acid). The product is O=C1NC2=CC=CC=C2C(C1=C1NC(C2=CC=CC=C12)=C1NC(C2=CC=CC=C12)=C1C(NC2=CC=CC=C2C1=O)=O)=O (3,3′-Bis(2,4-dioxo-1,4-dihydro-2H-quinolin-3-ylidene)-[1,1′]biisoindolylidene). RXN SMILES: [C:1]1(=[C:11]2C3C(=CC=CC=3)C(=N)[NH:12]2)[C:9]2[C:4](=[CH:5][CH:6]=[CH:7][CH:8]=2)[C:3](=N)[NH:2]1.[NH:21]1[C:30]2[C:25](=[CH:26][CH:27]=[CH:28][CH:29]=2)[C:24](=[O:31])[CH2:23][C:22]1=[O:32]>CN1C(=O)CCC1.C(O)(=O)C>[O:32]=[C:22]1[C:23](=[C:3]2[C:4]3[C:9](=[CH:8][CH:7]=[CH:6][CH:5]=3)[C:1](=[C:11]3[C:9]4[C:4](=[CH:5][CH:6]=[CH:7][CH:8]=4)[C:3](=[C:23]4[C:24](=[O:31])[C:25]5[C:30](=[CH:29][CH:28]=[CH:27][CH:26]=5)[NH:21][C:22]4=[O:32])[NH:12]3)[NH:2]2)[C:24](=[O:31])[C:25]2[C:30](=[CH:29][CH:28]=[CH:27][CH:26]=2)[NH:21]1. Reported procedure: 5.0 g of [1,1′]biisoindolylidene-3,3′-diimine and 14.9 g of 1H-quinoline-2,4-dione are stirred in a mixture of 90 ml of NMP and 10 ml of glacial acetic acid at reflux for 6 hours. After cooling to room temperature the suspension is filtered and the filter product is washed with ethanol and then water and dried at 60° C. This gives 6.2 g (59%) of a virtually black powder of a compound of the following formula